describe an organic reaction: reactants, conditions, products, and yield From a dataset of the Open Reaction Database (ORD), a public repository of structured organic reaction records. The reactants are COC1=CC2=CC=CC=C2C=C1 (2-methoxynaphthalene), C=C1CC(=O)O1 (diketene). Solvent: F (hydrogen fluoride). The product is C(CC(=O)C)(=O)C1=C(C=CC2=CC=CC=C12)OC (1-acetoacetyl-2-methoxynaphthalene). Isolated yield 88.0%. Reaction SMILES: [CH3:1][O:2][C:3]1[CH:12]=[CH:11][C:10]2[C:5](=[CH:6][CH:7]=[CH:8][CH:9]=2)[CH:4]=1.[CH2:13]=[C:14]1[O:18][C:16](=[O:17])[CH2:15]1>F>[C:16]([C:4]1[C:5]2[C:10](=[CH:9][CH:8]=[CH:7][CH:6]=2)[CH:11]=[CH:12][C:3]=1[O:2][CH3:1])(=[O:17])[CH2:15][C:14]([CH3:13])=[O:18]. Procedure details: Eiglmeier, in U.S. 4,082,807, teaches the acylation of 2-methoxynaphthalene in anhydrous hydrogen fluoride with diketene to yield 1-acetoacetyl-2-methoxynaphthalene in 88% yield at -25° C. to -35° C. The reactants are N(=O)C1C(CCCCCC1)[N+](=O)[O-] (1-Nitroso-2-nitrocyclooctane). Run in O1CCOCC1 (dioxane). The product is [N+](=O)([O-])C1C(CCCCCC1)=NO (2-nitro-cyclooctan-1-one-oxime). RXN SMILES: [N:1]([CH:3]1[CH2:10][CH2:9][CH2:8][CH2:7][CH2:6][CH2:5][CH:4]1[N+:11]([O-:13])=[O:12])=[O:2]>O1CCOCC1>[N+:11]([CH:4]1[CH2:5][CH2:6][CH2:7][CH2:8][CH2:9][CH2:10][C:3]1=[N:1][OH:2])([O-:13])=[O:12]. Reported procedure: 1-Nitroso-2-nitrocyclooctane, in a three-fold amount of dioxane, is heated for 2 hours under nitrogen at 100° C, whilst stirring. After removing the solvent on a rotary evaporator, 2-nitro-cyclooctan-1-one-oxime is obtained, in quantitative yield, as a brown oil. Reactants: O=C([O-])[O-], CCO, CC1(C)OB(c2ccc(N)nc2)OC1(C)C, Cc1ccccc1, Ic1cnccn1, [Na+], [Na+], c1ccc(P(c2ccccc2)(c2ccccc2)[Pd](P(c2ccccc2)(c2ccccc2)c2ccccc2)(P(c2ccccc2)(c2ccccc2)c2ccccc2)P(c2ccccc2)(c2ccccc2)c2ccccc2)cc1. Product: Nc1ccc(-c2cnccn2)cn1. RXN SMILES: [C:31](=[O:32])([O-:33])[O-:34].[CH3:114][CH2:115][OH:116].[CH3:1][C:2]1([CH3:3])[C:4]([CH3:5])([CH3:6])[O:7][B:8]([c:9]2[cH:10][cH:11][c:12]([NH2:15])[n:13][cH:14]2)[O:16]1.[CH3:24][c:25]1[cH:26][cH:27][cH:28][cH:29][cH:30]1.[I:17][c:18]1[n:19][cH:20][cH:21][n:22][cH:23]1.[Na+:35].[Na+:36].[cH:37]1[cH:38][cH:39][c:40]([P:41]([Pd:42]([P:43]([c:44]2[cH:45][cH:46][cH:47][cH:48][cH:49]2)([c:50]2[cH:51][cH:52][cH:53][cH:54][cH:55]2)[c:56]2[cH:57][cH:58][cH:59][cH:60][cH:61]2)([P:62]([c:63]2[cH:64][cH:65][cH:66][cH:67][cH:68]2)([c:69]2[cH:70][cH:71][cH:72][cH:73][cH:74]2)[c:75]2[cH:76][cH:77][cH:78][cH:79][cH:80]2)[P:81]([c:82]2[cH:83][cH:84][cH:85][cH:86][cH:87]2)([c:88]2[cH:89][cH:90][cH:91][cH:92][cH:93]2)[c:94]2[cH:95][cH:96][cH:97][cH:98][cH:99]2)([c:100]2[cH:101][cH:102][cH:103][cH:104][cH:105]2)[c:106]2[cH:107][cH:108][cH:109][cH:110][cH:111]2)[cH:112][cH:113]1>>[c:9]1(-[c:18]2[n:19][cH:20][cH:21][n:22][cH:23]2)[cH:10][cH:11][c:12]([NH2:15])[n:13][cH:14]1. Starting materials: [H-].[Al+3].[Li+].[H-].[H-].[H-] (lithium aluminum hydride), C(=O)([O-])C(O)C(O)C(=O)[O-].[Na+].[K+] (potassium sodium tartrate), C(C)(=O)O[C@H]1C[C@@H](CC2=CC[C@H]3[C@@H]4CC[C@H]([C@@H](COS(=O)(=O)C5=CC=C(C=C5)C)C)[C@]4(CC[C@@H]3[C@@]12C)C)OC(C)=O ((20S)-1α,3β-diacetyloxy-20-methyl-21-p-toluenesulfonyloxypregn-5-ene), O1CCCC1.C(C)(=O)OCC (tetrahydrofuran ethyl acetate). Run in O1CCCC1 (tetrahydrofuran), O1CCCC1 (tetrahydrofuran). Reaction conditions: time 30 minute. Yields the product O[C@H]1C[C@@H](CC2=CC[C@H]3[C@@H]4CC[C@H]([C@@H](COS(=O)(=O)C5=CC=C(C=C5)C)C)[C@]4(CC[C@@H]3[C@@]12C)C)O ((20S)-1α,3β-Dihydroxy-20-methyl-21-p-toluenesulfonyloxypregn-5 -ene). Reaction SMILES: [H-].[Al+3].[Li+].[H-].[H-].[H-].C([O:10][C@@H:11]1[C@@:41]2([CH3:42])[C:15](=[CH:16][CH2:17][C@@H:18]3[C@@H:40]2[CH2:39][CH2:38][C@@:37]2([CH3:43])[C@H:19]3[CH2:20][CH2:21][C@@H:22]2[C@H:23]([CH3:36])[CH2:24][O:25][S:26]([C:29]2[CH:34]=[CH:33][C:32]([CH3:35])=[CH:31][CH:30]=2)(=[O:28])=[O:27])[CH2:14][C@@H:13]([O:44]C(=O)C)[CH2:12]1)(=O)C.O1CCCC1.C(OCC)(=O)C.C(C(C(C([O-])=O)O)O)([O-])=O.[Na+].[K+]>O1CCCC1>[OH:10][C@@H:11]1[C@@:41]2([CH3:42])[C:15](=[CH:16][CH2:17][C@@H:18]3[C@@H:40]2[CH2:39][CH2:38][C@@:37]2([CH3:43])[C@H:19]3[CH2:20][CH2:21][C@@H:22]2[C@H:23]([CH3:36])[CH2:24][O:25][S:26]([C:29]2[CH:34]=[CH:33][C:32]([CH3:35])=[CH:31][CH:30]=2)(=[O:28])=[O:27])[CH2:14][C@@H:13]([OH:44])[CH2:12]1 |f:0.1.2.3.4.5,7.8,9.10.11|. Procedure: In a 2.5 l 4-neck flask equipped with a stirrer, 500 ml dropping funnel with pressure equilizer, thermometer and argon inlet, 800 ml of tetrahydrofuran (product from freshly-opened bottle was stored for 16 hr. over molecular sieves) at room temperature was added in one portion with stirring to 10.84 g (0.28 mol) of lithium aluminum hydride. The suspension was cooled to -20°, and, during cooling and stirring for 30 min., a solution of 26.5 g crude (20S)-1α,3β-diacetyloxy-20-methyl-21-p-toluenesul... The reactants are CN(C)c1cccc(N(CC(=O)O)S(=O)(=O)c2ccc(C(C)(C)C)cc2)c1, CCNCc1cccnc1. Product: CCN(Cc1cccnc1)C(=O)CN(c1cccc(N(C)C)c1)S(=O)(=O)c1ccc(C(C)(C)C)cc1. As a reaction SMILES: [C:1]([CH3:2])([CH3:3])([CH3:4])[c:5]1[cH:6][cH:7][c:8]([S:11](=[O:12])(=[O:13])[N:14]([c:15]2[cH:16][c:17]([N:21]([CH3:22])[CH3:23])[cH:18][cH:19][cH:20]2)[CH2:24][C:25](=[O:26])[OH:27])[cH:9][cH:10]1.[CH2:28]([CH3:29])[NH:30][CH2:31][c:32]1[cH:33][n:34][cH:35][cH:36][cH:37]1>>[C:1]([CH3:2])([CH3:3])([CH3:4])[c:5]1[cH:6][cH:7][c:8]([S:11](=[O:12])(=[O:13])[N:14]([c:15]2[cH:16][c:17]([N:21]([CH3:22])[CH3:23])[cH:18][cH:19][cH:20]2)[CH2:24][C:25](=[O:27])[N:30]([CH2:28][CH3:29])[CH2:31][c:32]2[cH:33][n:34][cH:35][cH:36][cH:37]2)[cH:9][cH:10]1. The reactants are O=C([O-])[O-], ClCCN1CCOCC1, Cl, [I-], [K+], [K+], O=C1CCc2cc([N+](=O)[O-])ccc2N1, [Na+], CN(C)C=O, O. RXN SMILES: [C:27](=[O:28])([O-:29])[O-:30].[Cl:16][CH2:17][CH2:18][N:19]1[CH2:20][CH2:21][O:22][CH2:23][CH2:24]1.[ClH:15].[I-:26].[K+:31].[K+:32].[N+:1](=[O:2])([O-:3])[c:4]1[cH:5][c:6]2[c:11]([cH:12][cH:13]1)[NH:10][C:9](=[O:14])[CH2:8][CH2:7]2.[Na+:25].[O:33]=[CH:34][N:35]([CH3:36])[CH3:37].[OH2:38]>>[N+:1](=[O:2])([O-:3])[c:4]1[cH:5][c:6]2[c:11]([cH:12][cH:13]1)[N:10]([CH2:17][CH2:18][N:19]1[CH2:20][CH2:21][O:22][CH2:23][CH2:24]1)[C:9](=[O:14])[CH2:8][CH2:7]2. Yields the product O=C1CCc2cc([N+](=O)[O-])ccc2N1CCN1CCOCC1. Yields the product Br.OC1=CC2=C(CCNCC2)C=C1 (7-Hydroxy-2,3,4,5-tetrahydro-1H-3-benzazepine, hydrobromide). Procedure details: 7-Methoxy-2,3,4,5-tetrahydro-1H-3-benzazepine (10 g) (known from M. Kanao et al., Chem. Pharm. Bull. 1982, 30, 180-188) in 48% aqueous hydrobromic acid (350 ml) was allowed to stir at 100° C. for 4 h. The mixture was cooled to 20° C. then evaporated to dryness in vacuo to give the title compound (14.5 g) as a brown solid. As a reaction SMILES: C[O:2][C:3]1[CH:13]=[CH:12][C:6]2[CH2:7][CH2:8][NH:9][CH2:10][CH2:11][C:5]=2[CH:4]=1.[BrH:14]>>[BrH:14].[OH:2][C:3]1[CH:13]=[CH:12][C:6]2[CH2:7][CH2:8][NH:9][CH2:10][CH2:11][C:5]=2[CH:4]=1 |f:2.3|. Reactants: COC1=CC2=C(CCNCC2)C=C1 (7-Methoxy-2,3,4,5-tetrahydro-1H-3-benzazepine), Br (hydrobromic acid). Run at temperature 100 celsius, time 4 hour. The reactants are [N+](=O)([O-])C1=CC=C2C(=CNC2=C1)CC#N ((6-Nitro-1H-indol-3-yl)-acetonitrile), CC(C(=O)Cl)(C)C (trimethylacetyl chloride), [H-].[Na+] (NaH). Solvent: CN(C)C=O (DMF). The product is CC(C(=O)N1C=C(C2=CC=C(C=C12)[N+](=O)[O-])CC#N)(C)C ([1-(2,2-Dimethyl-propionyl)-6-nitro-1H-indol-3-yl]-acetonitrile). Reaction SMILES: [N+:1]([C:4]1[CH:12]=[C:11]2[C:7]([C:8]([CH2:13][C:14]#[N:15])=[CH:9][NH:10]2)=[CH:6][CH:5]=1)([O-:3])=[O:2].[CH3:16][C:17]([CH3:22])([CH3:21])[C:18](Cl)=[O:19].[H-].[Na+]>CN(C=O)C>[CH3:16][C:17]([CH3:22])([CH3:21])[C:18]([N:10]1[C:11]2[C:7](=[CH:6][CH:5]=[C:4]([N+:1]([O-:3])=[O:2])[CH:12]=2)[C:8]([CH2:13][C:14]#[N:15])=[CH:9]1)=[O:19] |f:2.3|. Procedure details: Using the procedure of Example 1, Step A, the N-alkylation reaction of 346.6 mg (1.72 mmol) of 6-nitro-1H-indolyl-3-acetonitrile (13) from Example 2, Step C with 0.3 ml (2.44 mmol) of trimethylacetyl chloride and 70.8 mg (1.77 mmol) of NaH (60% dispersion in oil) as a base in 8 ml of DMF yielded after chromatographic purification, 287.7 mg (43.2%) of [1-(2,2-dimethyl-propionyl)-6-nitro-1H-indol-3-yl]-acetonitrile (18) as a yellow oil. Starting materials: CC(C)=CCCC(C)CCO (citronellol), CS (Methyl mercaptan), steel, C1(=CC=C(C=C1)S(=O)(=O)O)C (p-toluenesulfonic acid), C1(O)=CC=C(O)C=C1 (hydroquinone), [OH-].[Na+] (sodium hydroxide). Run in C(=O)=O (dry ice), CCOCC (Ether), C(=O)=O (dry ice). Conditions: time 8 hour. Yields the product CSC(CCCC(CCO)C)(C)C (7-methylthio-3,7-dimethyloctan-1-ol). As a reaction SMILES: [CH3:1][C:2](=[CH:4][CH2:5][CH2:6][CH:7]([CH2:9][CH2:10][OH:11])[CH3:8])[CH3:3].C1(C)C=C[C:15]([S:18](O)(=O)=O)=CC=1.C1(C=CC(O)=CC=1)O.CS.[OH-].[Na+]>C(=O)=O.CCOCC>[CH3:15][S:18][C:2]([CH3:3])([CH3:1])[CH2:4][CH2:5][CH2:6][CH:7]([CH3:8])[CH2:9][CH2:10][OH:11] |f:4.5|. Reported procedure: A mixture of 4 g. of citronellol (3,7-dimethyloct-6-en-1-ol), 0.490 g. of p-toluenesulfonic acid and 0.290 g. of hydroquinone is placed in a stainles steel screw cap bomb having an internal volume of 45 ml. The bomb is cooled in dry ice. Methyl mercaptan (9 g.) is introduced directly into the bomb through the valve head. The bomb is sealed, left overnight at room temperature and then heated to 220° in an oil bath for about 72 hours. After cooling in dry ice, the bomb valve is opened and the reac... The reactants are C(#N)C1=CC=C(C(=O)O)C=C1 (4-cyanobenzoic acid), C(O)([O-])=O.[Na+] (sodium hydrogencarbonate), S(O)(O)(=O)=O (sulfuric acid), C=C(C)C (isobutene). Solvent: C(Cl)Cl (methylene chloride). Run at temperature 0 celsius. The product is C(C)(C)(C)OC(C1=CC=C(C=C1)C#N)=O (4-Cyanobenzoic acid t-butyl ester). As a reaction SMILES: [C:1]([C:3]1[CH:11]=[CH:10][C:6]([C:7]([OH:9])=[O:8])=[CH:5][CH:4]=1)#[N:2].S(=O)(=O)(O)O.[CH2:17]=[C:18]([CH3:20])[CH3:19].C(=O)([O-])O.[Na+]>C(Cl)Cl>[C:18]([O:8][C:7](=[O:9])[C:6]1[CH:10]=[CH:11][C:3]([C:1]#[N:2])=[CH:4][CH:5]=1)([CH3:20])([CH3:19])[CH3:17] |f:3.4|. Procedure details: In 612 ml of methylene chloride were suspended 45.0 g of 4-cyanobenzoic acid and 3.1 ml of conc. sulfuric acid. To the suspension was added, while stirring at 0° C., 310 ml of isobutene. The mixture was stirred for 13 days. The reaction mixture was neutralized with a saturated aqueous solution of sodium hydrogencarbonate, which was subjected to extraction with ethyl acetate. The organic layer was concentrated under reduced pressure. Resulting precipitate was collected by filtration and washed wi...